From a dataset of the Open Reaction Database (ORD), a public repository of structured organic reaction records. describe an organic reaction: reactants, conditions, products, and yield The reactants are CCCCCCC, CO, ClCCl, CCCCCCCNC(=O)N(C)c1cccc(-c2cc(F)c(C=CC(=O)OC)c(F)c2)c1, [Na+], C1CCOC1, [OH-]. Yields the product CCCCCCCNC(=O)N(C)c1cccc(-c2cc(F)c(C=CC(=O)O)c(F)c2)c1. RXN SMILES: [CH3:35][CH2:36][CH2:37][CH2:38][CH2:39][CH2:40][CH3:41].[CH3:45][OH:46].[Cl:42][CH2:43][Cl:44].[F:3][c:4]1[cH:5][c:6](-[c:17]2[cH:18][c:19]([N:23]([C:24](=[O:25])[NH:26][CH2:27][CH2:28][CH2:29][CH2:30][CH2:31][CH2:32][CH3:33])[CH3:34])[cH:20][cH:21][cH:22]2)[cH:7][c:8]([F:16])[c:9]1[CH:10]=[CH:11][C:12](=[O:13])[O:14][CH3:15].[Na+:2].[O:47]1[CH2:48][CH2:49][CH2:50][CH2:51]1.[OH-:1]>>[F:3][c:4]1[cH:5][c:6](-[c:17]2[cH:18][c:19]([N:23]([C:24](=[O:25])[NH:26][CH2:27][CH2:28][CH2:29][CH2:30][CH2:31][CH2:32][CH3:33])[CH3:34])[cH:20][cH:21][cH:22]2)[cH:7][c:8]([F:16])[c:9]1[CH:10]=[CH:11][C:12](=[O:13])[OH:14].